From a dataset of the Open Reaction Database (ORD), a public repository of structured organic reaction records. describe an organic reaction: reactants, conditions, products, and yield Starting materials: C(C)(C)(C)OC(NCC=1N(C(C2=CC=C(C=C2C1OCCCC)Br)=O)CC(C)C)=O (tert-butyl(6-bromo-4-butoxy-2-isobutyl-1-oxo-1,2-dihydro-3-isoquinolinyl)methylcarbamate), C(CCC)[Sn](C=1OC=CC1)(CCCC)CCCC (tri-n-butyl(2-furyl)tin), O (water). The reagents and catalysts are C=1C=CC(=CC1)[P](C=2C=CC=CC2)(C=3C=CC=CC3)[Pd]([P](C=4C=CC=CC4)(C=5C=CC=CC5)C=6C=CC=CC6)([P](C=7C=CC=CC7)(C=8C=CC=CC8)C=9C=CC=CC9)[P](C=1C=CC=CC1)(C=1C=CC=CC1)C=1C=CC=CC1 (tetrakis(triphenylphosphine)palladium). Solvent: O1CCCC1 (tetrahydrofuran). Product: C(C)(C)(C)OC(NCC=1N(C(C2=CC=C(C=C2C1OCCCC)C=1OC=CC1)=O)CC(C)C)=O (tert-butyl[4-butoxy-6-(2-furyl)-2-isobutyl-1-oxo-1,2-dihydro-3-isoquinolinyl]methylcarbamate). Yield: 74.7%. Reaction SMILES: [C:1]([O:5][C:6](=[O:30])[NH:7][CH2:8][C:9]1[N:10]([CH2:26][CH:27]([CH3:29])[CH3:28])[C:11](=[O:25])[C:12]2[C:17]([C:18]=1[O:19][CH2:20][CH2:21][CH2:22][CH3:23])=[CH:16][C:15](Br)=[CH:14][CH:13]=2)([CH3:4])([CH3:3])[CH3:2].C([Sn](CCCC)(CCCC)[C:36]1[O:37][CH:38]=[CH:39][CH:40]=1)CCC.O>O1CCCC1.C1C=CC([P]([Pd]([P](C2C=CC=CC=2)(C2C=CC=CC=2)C2C=CC=CC=2)([P](C2C=CC=CC=2)(C2C=CC=CC=2)C2C=CC=CC=2)[P](C2C=CC=CC=2)(C2C=CC=CC=2)C2C=CC=CC=2)(C2C=CC=CC=2)C2C=CC=CC=2)=CC=1>[C:1]([O:5][C:6](=[O:30])[NH:7][CH2:8][C:9]1[N:10]([CH2:26][CH:27]([CH3:29])[CH3:28])[C:11](=[O:25])[C:12]2[C:17]([C:18]=1[O:19][CH2:20][CH2:21][CH2:22][CH3:23])=[CH:16][C:15]([C:36]1[O:37][CH:38]=[CH:39][CH:40]=1)=[CH:14][CH:13]=2)([CH3:4])([CH3:3])[CH3:2] |^1:58,60,79,98|. Procedure details: A solution of tert-butyl(6-bromo-4-butoxy-2-isobutyl-1-oxo-1,2-dihydro-3-isoquinolinyl)methylcarbamate (0.48 g, 1 mmol), tri-n-butyl(2-furyl)tin (0.31 ml, 1 mmol) and tetrakis(triphenylphosphine)palladium (58 mg, 0.05 mmol) in tetrahydrofuran (20 ml) was refluxed at 80° C. for 12 h. The reaction mixture was poured into water and extracted with ethyl acetate. The extract was washed with brine, dried over anhydrous magnesium sulfate and concentrated under reduced pressure. The residue was purified...